This data is from the Open Reaction Database (ORD), a public repository of structured organic reaction records. The task is: describe an organic reaction: reactants, conditions, products, and yield The reactants are COC([C@@H](NC(=O)OCC1=CC=CC=C1)CS)=O (N-CBZ-L-cysteine methyl ester), CC1=CCC(CC1)C(=C)C (α-limonene). Solvent: CCOCC (ether). Yields the product COC([C@@H](NC(=O)OCC1=CC=CC=C1)CSC(C)(C)C1CC=C(CC1)C)=O (N-CBZ-S-(1-(4-methylcyclohex-3-enyl)isopropyl)-L-cysteine methyl ester). RXN SMILES: [CH3:1][O:2][C:3](=[O:18])[C@H:4]([CH2:16][SH:17])[NH:5][C:6]([O:8][CH2:9][C:10]1[CH:15]=[CH:14][CH:13]=[CH:12][CH:11]=1)=[O:7].[CH3:19][C:20]1[CH2:25][CH2:24][CH:23]([C:26]([CH3:28])=[CH2:27])[CH2:22][CH:21]=1>CCOCC>[CH3:1][O:2][C:3](=[O:18])[C@H:4]([CH2:16][S:17][C:26]([CH:23]1[CH2:24][CH2:25][C:20]([CH3:19])=[CH:21][CH2:22]1)([CH3:28])[CH3:27])[NH:5][C:6]([O:8][CH2:9][C:10]1[CH:15]=[CH:14][CH:13]=[CH:12][CH:11]=1)=[O:7]. Procedure: The ether is prepared from N-CBZ-L-cysteine methyl ester and α-limonene in a manner similar to that described in Example 1B. The product can be characterized by NMR spectroscopy.